From a dataset of the Open Reaction Database (ORD), a public repository of structured organic reaction records. describe an organic reaction: reactants, conditions, products, and yield Reactants: COC(C)(C)CCCC(C)CC[Mg+], CC(C)c1ccc(CCl)cc1, [Cl-], [Cl-], [Cl-], [NH4+], C1CCOC1. Yields the product COC(C)(C)CCCC(C)CCCc1ccc(C(C)C)cc1. As a reaction SMILES: [CH3:2][O:3][C:4]([CH2:5][CH2:6][CH2:7][CH:8]([CH2:9][CH2:10][Mg+:11])[CH3:12])([CH3:13])[CH3:14].[CH:15]([CH3:16])([CH3:17])[c:18]1[cH:19][cH:20][c:21]([CH2:22][Cl:23])[cH:24][cH:25]1.[Cl-:1].[Cl-:26].[Cl-:27].[NH4+:28].[O:29]1[CH2:30][CH2:31][CH2:32][CH2:33]1>>[CH3:2][O:3][C:4]([CH2:5][CH2:6][CH2:7][CH:8]([CH2:9][CH2:10][CH2:22][c:21]1[cH:20][cH:19][c:18]([CH:15]([CH3:16])[CH3:17])[cH:25][cH:24]1)[CH3:12])([CH3:13])[CH3:14]. Reactants: CCC(CC)c1cc(C(=O)OC(C)C)cc(C)n1, Cl. The product is Cl, CCC(CC)c1cc(C(=O)O)cc(C)n1. Reaction SMILES: [CH:1]([CH3:2])([CH3:3])[O:4][C:5]([c:6]1[cH:7][c:8]([CH:13]([CH2:14][CH3:15])[CH2:16][CH3:17])[n:9][c:10]([CH3:12])[cH:11]1)=[O:18].[ClH:19]>>[ClH:19].[O:4]=[C:5]([c:6]1[cH:7][c:8]([CH:13]([CH2:14][CH3:15])[CH2:16][CH3:17])[n:9][c:10]([CH3:12])[cH:11]1)[OH:18]. The reactants are C(C1=CC=CC=C1)N1CCC2=CC(=CC=C12)O (1-benzylindolin-5-ol), C(CC)N=C=O (n-propylisocyanate), Example 2 ( 2 ). Product: C(CC)NC(OC=1C=C2CCN(C2=CC1)CC1=CC=CC=C1)=O (1-benzylindolin-5-yl n-propylcarbamate), solid. Isolated yield 60.0%. As a reaction SMILES: [CH2:1]([N:8]1[C:16]2[C:11](=[CH:12][C:13]([OH:17])=[CH:14][CH:15]=2)[CH2:10][CH2:9]1)[C:2]1[CH:7]=[CH:6][CH:5]=[CH:4][CH:3]=1.[CH2:18]([N:21]=[C:22]=[O:23])[CH2:19][CH3:20]>>[CH2:18]([NH:21][C:22](=[O:23])[O:17][C:13]1[CH:12]=[C:11]2[C:16](=[CH:15][CH:14]=1)[N:8]([CH2:1][C:2]1[CH:3]=[CH:4][CH:5]=[CH:6][CH:7]=1)[CH2:9][CH2:10]2)[CH2:19][CH3:20]. Reported procedure: The title compound was synthesized from 1-benzylindolin-5-ol (15.0 mg, 66.6 μmol) using the same procedure employed for Example 2 (2), but with n-propylisocyanate instead of 4-isopropylphenylisocyanate. The product was obtained as a white solid (12.3 mg, 60%) having the following characteristics. Starting materials: Oc1cc(CF)nc2nc(SCc3ccccc3)nn12, ClCCl, CCCCCC, O, O=P(Cl)(Cl)Cl. Yields the product FCc1cc(Cl)n2nc(SCc3ccccc3)nc2n1. RXN SMILES: [CH2:1]([c:2]1[cH:3][cH:4][cH:5][cH:6][cH:7]1)[S:8][c:9]1[n:10][n:11]2[c:12]([n:13][c:14]([CH2:18][F:19])[cH:15][c:16]2[OH:17])[n:20]1.[CH2:27]([Cl:28])[Cl:29].[CH3:30][CH2:31][CH2:32][CH2:33][CH2:34][CH3:35].[OH2:26].[P:21]([Cl:22])([Cl:23])([Cl:24])=[O:25]>>[CH2:1]([c:2]1[cH:3][cH:4][cH:5][cH:6][cH:7]1)[S:8][c:9]1[n:10][n:11]2[c:12]([n:13][c:14]([CH2:18][F:19])[cH:15][c:16]2[Cl:23])[n:20]1. Starting materials: C1=CC=CC=2C3=CC=CC=C3NC12 (carbazole), BrC1=CC=C(C=C1)C1=CC=C(C=C1)Br (4,4′-dibromobiphenyl), CC(C)([O-])C.[Na+] (sodium tert-butoxide). Reagents/catalysts: C(C)(=O)[O-].[Pd+2].C(C)(=O)[O-] (palladium acetate), C(C)(C)(C)P(C(C)(C)C)C(C)(C)C (Tri-tert-butylphosphine). Solvent: C1(=CC=CC=C1)C (toluene), C1(=CC=CC=C1)C (toluene), C1(=CC=CC=C1)C (toluene). Product: C1=CC=CC=2C3=CC=CC=C3N(C12)C1=CC=C(C=C1)C1=CC=C(C=C1)N1C2=CC=CC=C2C=2C=CC=CC12 (4,4′-bis(carbazol-9-yl)biphenyl). Yield: 75527.9%. Reaction SMILES: [CH:1]1[C:13]2[NH:12][C:11]3[C:6](=[CH:7][CH:8]=[CH:9][CH:10]=3)[C:5]=2[CH:4]=[CH:3][CH:2]=1.Br[C:15]1[CH:20]=[CH:19][C:18]([C:21]2[CH:26]=[CH:25][C:24](Br)=[CH:23][CH:22]=2)=[CH:17][CH:16]=1.[CH3:28][C:29]([CH3:32])([O-])[CH3:30].[Na+]>C1(C)C=CC=CC=1.C([O-])(=O)C.[Pd+2].C([O-])(=O)C.C(P(C(C)(C)C)C(C)(C)C)(C)(C)C>[CH:10]1[C:11]2[N:12]([C:15]3[CH:20]=[CH:19][C:18]([C:21]4[CH:26]=[CH:25][C:24]([N:12]5[C:11]6[CH:10]=[CH:9][CH:8]=[CH:7][C:32]=6[C:29]6[C:30]5=[CH:2][CH:1]=[CH:13][CH:28]=6)=[CH:23][CH:22]=4)=[CH:17][CH:16]=3)[C:13]3[C:5](=[CH:4][CH:3]=[CH:2][CH:1]=3)[C:6]=2[CH:7]=[CH:8][CH:9]=1 |f:2.3,5.6.7|. Reported procedure: Tri-tert-butylphosphine (304 mg, 1.50 mmol) in toluene (38 ml) was added under nitrogen to a deoxygenated mixture of carbazole (16.9 g, 0.100 mmol), 4,4′-dibromobiphenyl (15.7 g, 50.4 mmol), sodium tert-butoxide (30.9 g, 321 mmol) and palladium acetate (115 mg, 0.512 mmol) in toluene (50 ml) and the resulting mixture was heated at reflux under nitrogen for 10 days. The reaction mixture was cooled to room temperature and then diluted with more toluene (200 ml). The reaction mixture was filtered t... Starting materials: C(CCCCCCCCCCC)N1[C@H](C[C@@H](C1)OC1=CC=C(C=C1)CCC(C(F)(F)F)O)CCC(=O)OC ((2S, 4S)-1-N-Dodecyl-4-[4-[3-hydroxy-4,4,4-trifluorobutyl]phenoxy]pyrrolidine-2-propanoic acid, methyl ester), C(CCCCCCCCCCC)N(CCOC1=CC=C(C=C1)CCC(C(F)(F)F)=O)CCCC(=O)OCC (4-[N-dodecyl-N-[2-[4-(3-oxo-4,4,4-trifluorobut-1-yl)phenoxy]ethyl]amino]butanoic acid, ethyl ester). The product is C(CCCCCCCCCCC)N1[C@H](C[C@@H](C1)OC1=CC=C(C=C1)CCC(C(F)(F)F)=O)CCC(=O)OC ((2S, 4S)-1-N-Dodecyl-4-[4-(3-oxo-4,4,4-trifluorobut-1-yl)phenoxy]pyrrolidine-2-propanoic Acid, Methyl Ester). The yield is 46.8%. As a reaction SMILES: [CH2:1]([N:13]1[CH2:17][C@@H:16]([O:18][C:19]2[CH:24]=[CH:23][C:22]([CH2:25][CH2:26][CH:27]([OH:32])[C:28]([F:31])([F:30])[F:29])=[CH:21][CH:20]=2)[CH2:15][C@@H:14]1[CH2:33][CH2:34][C:35]([O:37][CH3:38])=[O:36])[CH2:2][CH2:3][CH2:4][CH2:5][CH2:6][CH2:7][CH2:8][CH2:9][CH2:10][CH2:11][CH3:12].C(N(CCCC(OCC)=O)CCOC1C=CC(CCC(=O)C(F)(F)F)=CC=1)CCCCCCCCCCC>>[CH2:1]([N:13]1[CH2:17][C@@H:16]([O:18][C:19]2[CH:20]=[CH:21][C:22]([CH2:25][CH2:26][C:27](=[O:32])[C:28]([F:29])([F:31])[F:30])=[CH:23][CH:24]=2)[CH2:15][C@@H:14]1[CH2:33][CH2:34][C:35]([O:37][CH3:38])=[O:36])[CH2:2][CH2:3][CH2:4][CH2:5][CH2:6][CH2:7][CH2:8][CH2:9][CH2:10][CH2:11][CH3:12]. Procedure: (2S, 4S)-1-N-Dodecyl-4-[4-[3-hydroxy-4,4,4-trifluorobutyl]phenoxy]pyrrolidine-2-propanoic acid, methyl ester (150 mg, 0.276 mmol) was oxidized as described in the preparation of 4-[N-dodecyl-N-[2-[4-(3-oxo-4,4,4-trifluorobut-1-yl)phenoxy]ethyl]amino]butanoic acid, ethyl ester and afforded the title compound (70 mg, 47%) as a pale yellow oil. [a]D=−35.7° (c 0.84, CDCl3) Treatment of the above free amine with anhydrous hydrogen chloride (1.0 M in ether) gave the hydrochloride salt as a pale yellow... Reactants: CC(=O)O, CC(=O)[O-], O=Cc1ccc(-c2nc3ccc(C4(c5ccccc5)CC4)nc3s2)c(F)c1, C[N+](=O)[O-], [NH4+], O. Product: O=[N+]([O-])C=Cc1ccc(-c2nc3ccc(C4(c5ccccc5)CC4)nc3s2)c(F)c1. As a reaction SMILES: [CH3:28][C:29](=[O:30])[OH:31].[CH3:37][C:38](=[O:39])[O-:40].[F:1][c:2]1[cH:3][c:4]([CH:5]=[O:6])[cH:7][cH:8][c:9]1-[c:10]1[s:11][c:12]2[n:13][c:14]([C:19]3([c:22]4[cH:23][cH:24][cH:25][cH:26][cH:27]4)[CH2:20][CH2:21]3)[cH:15][cH:16][c:17]2[n:18]1.[N+:32](=[O:33])([O-:34])[CH3:35].[NH4+:36].[OH2:41]>>[F:1][c:2]1[cH:3][c:4]([CH:5]=[CH:35][N+:32](=[O:33])[O-:34])[cH:7][cH:8][c:9]1-[c:10]1[s:11][c:12]2[n:13][c:14]([C:19]3([c:22]4[cH:23][cH:24][cH:25][cH:26][cH:27]4)[CH2:20][CH2:21]3)[cH:15][cH:16][c:17]2[n:18]1. Starting materials: CCO, CCCc1ccc2c(Cl)ccnc2n1, CN(C)C(=O)c1cccc(Oc2ccc(Cl)cc2N)c1. Product: CCCc1ccc2c(Nc3cc(Cl)ccc3Oc3cccc(C(=O)N(C)C)c3)ccnc2n1. As a reaction SMILES: [CH3:35][CH2:36][OH:37].[Cl:1][c:2]1[c:3]2[cH:4][cH:5][c:6]([CH2:12][CH2:13][CH3:14])[n:7][c:8]2[n:9][cH:10][cH:11]1.[NH2:15][c:16]1[c:17]([O:18][c:19]2[cH:20][c:21]([C:22](=[O:23])[N:24]([CH3:25])[CH3:26])[cH:27][cH:28][cH:29]2)[cH:30][cH:31][c:32]([Cl:34])[cH:33]1>>[c:2]1([NH:15][c:16]2[c:17]([O:18][c:19]3[cH:20][c:21]([C:22](=[O:23])[N:24]([CH3:25])[CH3:26])[cH:27][cH:28][cH:29]3)[cH:30][cH:31][c:32]([Cl:34])[cH:33]2)[c:3]2[cH:4][cH:5][c:6]([CH2:12][CH2:13][CH3:14])[n:7][c:8]2[n:9][cH:10][cH:11]1. Reactants: FC1=CC=C(C(N)=NO)C=C1 (4-fluoro-N′-hydroxybenzimidamide), ClC1=C(C(=CC=C1)F)C1=NN(C(N1)=O)C1=CC=C(C#N)C=C1 (4-(3-(2-chloro-6-fluorophenyl)-5-oxo-4,5-dihydro-1H-1,2,4-triazol-1-yl)benzonitrile). The reagents and catalysts are [Cl-].[Cl-].[Zn+2] (ZnCl2). Run in CN(C)C=O (DMF). Reaction conditions: temperature 100 celsius. The product is ClC1=C(C(=CC=C1)F)C1=NN(C(N1)=O)C1=CC=C(C=C1)C1=NC(=NO1)C1=CC=C(C=C1)F (3-(2-Chloro-6-fluorophenyl)-1-(4-(3-(4-fluorophenyl)-1,2,4-oxadiazol-5-yl)phenyl)-1H-1,2,4-triazol-5(4H)-one). The yield is 17.8%. Reaction SMILES: [F:1][C:2]1[CH:11]=[CH:10][C:5]([C:6](=[N:8][OH:9])[NH2:7])=[CH:4][CH:3]=1.[Cl:12][C:13]1[CH:18]=[CH:17][CH:16]=[C:15]([F:19])[C:14]=1[C:20]1[NH:24][C:23](=[O:25])[N:22]([C:26]2[CH:33]=[CH:32][C:29]([C:30]#N)=[CH:28][CH:27]=2)[N:21]=1>CN(C=O)C.[Cl-].[Cl-].[Zn+2]>[Cl:12][C:13]1[CH:18]=[CH:17][CH:16]=[C:15]([F:19])[C:14]=1[C:20]1[NH:24][C:23](=[O:25])[N:22]([C:26]2[CH:27]=[CH:28][C:29]([C:30]3[O:9][N:8]=[C:6]([C:5]4[CH:10]=[CH:11][C:2]([F:1])=[CH:3][CH:4]=4)[N:7]=3)=[CH:32][CH:33]=2)[N:21]=1 |f:3.4.5|. Procedure details: To a solution of 4-fluoro-N′-hydroxybenzimidamide (Intermediate-18, 0.073 g, 0.47 mmol) in dry DMF (3 mL) under nitrogen atmosphere was added 4-(3-(2-chloro-6-fluorophenyl)-5-oxo-4,5-dihydro-1H-1,2,4-triazol-1-yl)benzonitrile (step-4 of Intermediate-17, 0.100 g, 0.31 mmol) and ZnCl2 (0.0087 g, 0.06 mmol). The reaction mass was heated at 100° C. for 8-10 h. The reaction mass was quenched with water, extracted in DCM and column purified to afford 0.025 g of desired product. 1H NMR (DMSO-d6): δ 7.0... Starting materials: C1(=CC=CC=2CCCCC12)OCCCN1CCN(CC1)C1=C(C=CC=C1)OC (1-[3-(5,6,7,8-tetrahydronaphth-1-yloxy)-propyl]-4-(2-methoxyphenyl)-piperazine), C1(=C(C(=C(C(=C1F)F)F)N)F)N.Cl.Cl (dihydrochloride), C1(=CC=CC=2CCCCC12)O (5,6,7,8-tetrahydro-1-naphthol), ClCCCN1CCN(CC1)C1=C(C=CC=C1)OC (1-(3-chloropropyl)-4-(2-methoxyphenyl)-piperazine). Product: CC1=C(C=CC=C1)N1CCN(CC1)CCCOC1=CC=CC=2CCCCC12 (4-(2-Methylphenyl)-1-[3-(5,6,7,8-tetrahydronaphth-1-yloxy)-prop-1-yl]-piperazine). RXN SMILES: [C:1]1([O:11][CH2:12][CH2:13][CH2:14][N:15]2[CH2:20][CH2:19][N:18]([C:21]3[CH:26]=[CH:25][CH:24]=[CH:23][C:22]=3OC)[CH2:17][CH2:16]2)[C:10]2[CH2:9][CH2:8][CH2:7][CH2:6][C:5]=2[CH:4]=[CH:3][CH:2]=1.[C:29]1(O)C2CCCCC=2C=CC=1.ClCCCN1CCN(C2C=CC=CC=2OC)CC1.C1(N)C(F)=C(F)C(F)=C(N)C=1F.Cl.Cl>>[CH3:29][C:22]1[CH:23]=[CH:24][CH:25]=[CH:26][C:21]=1[N:18]1[CH2:19][CH2:20][N:15]([CH2:14][CH2:13][CH2:12][O:11][C:1]2[C:10]3[CH2:9][CH2:8][CH2:7][CH2:6][C:5]=3[CH:4]=[CH:3][CH:2]=2)[CH2:16][CH2:17]1 |f:3.4.5|. Reported procedure: 1-[3-(5,6,7,8-tetrahydronaphth-1-yloxy)-propyl]-4-(2-methoxyphenyl)-piperazine from 5,6,7,8-tetrahydro-1-naphthol and 1-(3-chloropropyl)-4-(2-methoxyphenyl)-piperazine; yield 48% of theory; m.p. of the dihydrochloride 202°-203°C. (decomp.).